This data is from the Open Reaction Database (ORD), a public repository of structured organic reaction records. The task is: describe an organic reaction: reactants, conditions, products, and yield Starting materials: BrC=1C=C(C=CC1CC)[N+](=O)[O-] (3-bromo-4-ethyl-nitrobenzene), C(Cl)Cl (methylenechloride). The reagents and catalysts are [Ni] (Raney nickel). Run in C(C)O (ethanol). The product is BrC=1C=C(N)C=CC1CC (3-bromo-4-ethyl-aniline). Reaction SMILES: [Br:1][C:2]1[CH:3]=[C:4]([N+:10]([O-])=O)[CH:5]=[CH:6][C:7]=1[CH2:8][CH3:9].C(Cl)Cl>C(O)C.[Ni]>[Br:1][C:2]1[CH:3]=[C:4]([CH:5]=[CH:6][C:7]=1[CH2:8][CH3:9])[NH2:10]. Procedure: Hydrogenation of 4.45 g (19 mmol) of 3-bromo-4-ethyl-nitrobenzene (for preparation see Macromolecules 1995, 28, 5618) in 100 ml of ethanol in the presence of 1 g of Raney nickel, followed by filtration, concentration by evaporation and chromatography (SiO2; methylenechloride), yields 3-bromo-4-ethyl-aniline; 1H NMR (CDCl3) δ6.94 (d, 1H), 6.82 (s, 1H), 6.50 (d, 1H), 3.50 (s, H2N), 2.57 (q, 2H), 1.10 (t, 3H). The reactants are NC1=C2C(=NC=N1)N(N=C2C2=CC=C(C=C2)OC2=CC=CC=C2)C2CN(CCC2)C(\C=C\C)=O ((E)-1-(3-(4-amino-3-(4-phenoxyphenyl)-1H-pyrazolo[3,4-d]pyrimidin-1-yl)piperidin-1-yl)but-2-en-1-one), Compound 10, NC1=C2C(=NC=N1)N(N=C2C2=CC=C(C=C2)OC2=CC=CC=C2)C2CN(CCC2)C(\C=C\CN(C)C)=O ((E)-1-(3-(4-amino-3-(4-phenoxyphenyl)-1H-pyrazolo[3,4-d]pyrimidin-1-yl)piperidin-1-yl)-4-(dimethylamino)but-2-en-1-one), NC1=C2C(=NC=N1)N(N=C2C2=CC=C(C=C2)OC2=CC=CC=C2)C2CN(CCC2)C(C#C)=O (1-(3-(4-amino-3-(4-phenoxyphenyl)-1H-pyrazolo[3,4-d]pyrimidin-1-yl)piperidin-1-yl)prop-2-yn-1-one), C(C=C)=O (prop-2-en-1-one), NC1=C2C(=NC=N1)N(N=C2C2=CC=C(C=C2)OC2=CC=CC=C2)[C@@H]2CN(CC2)C(C=C)=O (1-((S)-3-(4-amino-3-(4-phenoxyphenyl)-1H-pyrazolo[3,4-d]pyrimidin-1-yl)pyrrolidin-1-yl)prop-2-en-1-one), NC1=C2C(=NC=N1)N(N=C2C2=CC=C(C=C2)OC2=CC=CC=C2)C2CCN(CC2)C(C=C)=O (1-(4-(4-amino-3-(4-phenoxyphenyl)-1H-pyrazolo[3,4-d]pyrimidin-1-yl)piperidin-1-yl)prop-2-en-1-one), NC1=C2C(=NC=N1)N(N=C2C2=CC=C(C=C2)OC2=CC=CC=C2)[C@@H]2CN(CC2)C(C=C)=O (1-((S)-3-(4-amino-3-(4-phenoxyphenyl)-1H-pyrazolo[3,4-d]pyrimidin-1-yl)pyrrolidin-1-yl)prop-2-en-1-one), N-((1s,4s)-4-(4-amino-3-(4-phenoxyphenyl)-1H-pyrazolo[3,4-d]pyrimidin-1-yl)cyclohexyl)acrylamide, NC1=C2C(=NC=N1)N(N=C2C2=CC=C(C=C2)OC2=CC=CC=C2)C2CCN(CC2)C(C=C)=O (1-(4-(4-amino-3-(4-phenoxyphenyl)-1H-pyrazolo[3,4-d]pyrimidin-1-yl)piperidin-1-yl)prop-2-en-1-one), NC1=C2C(=NC=N1)N(N=C2C2=CC=C(C=C2)OC2=CC=CC=C2)C2CN(CCC2)C(\C=C\C)=O ((E)-1-(3-(4-amino-3-(4-phenoxyphenyl)-1H-pyrazolo[3,4-d]pyrimidin-1-yl)piperidin-1-yl)but-2-en-1-one), C(C=C)=O (prop-2-en-1-one), C(C=C)=O (prop-2-en-1-one), NC1=C2C(=NC=N1)N(N=C2C2=CC=C(C=C2)OC2=CC=CC=C2)C2CN(CCC2)C(\C=C\CN(C)C)=O ((E)-1-(3-(4-amino-3-(4-phenoxyphenyl)-1H-pyrazolo[3,4-d]pyrimidin-1-yl)piperidin-1-yl)-4-(dimethylamino)but-2-en-1-one), NC1=C2C(=NC=N1)N(N=C2C2=CC=C(C=C2)OC2=CC=CC=C2)C2CN(CCC2)S(=O)(=O)C=C (1-(3-(4-amino-3-(4-phenoxyphenyl)-1H-pyrazolo[3,4-d]pyrimidin-1-yl)piperidin-1-yl)sulfonylethene), NC1=C2C(=NC=N1)N(N=C2C2=CC=C(C=C2)OC2=CC=CC=C2)[C@H]2CN(CC2)C(C=C)=O (1-((R)-3-(4-amino-3-(4-phenoxyphenyl)-1H-pyrazolo[3,4-d]pyrimidin-1-yl)pyrrolidin-1-yl)prop-2-en-1-one), NC1=C2C(=NC=N1)N(N=C2C2=CC=C(C=C2)OC2=CC=CC=C2)[C@H]2CN(CC2)C(C=C)=O (1-((R)-3-(4-amino-3-(4-phenoxyphenyl)-1H-pyrazolo[3,4-d]pyrimidin-1-yl)pyrrolidin-1-yl)prop-2-en-1-one), C(C=C)=O (prop-2-en-1-one), NC1=C2C(=NC=N1)N(N=C2C2=CC=C(C=C2)OC2=CC=CC=C2)C2CN(CCC2)S(=O)(=O)C=C (1-(3-(4-amino-3-(4-phenoxyphenyl)-1H-pyrazolo[3,4-d]pyrimidin-1-yl)piperidin-1-yl)sulfonylethene), NC1=C2C(=NC=N1)N(N=C2C2=CC=C(C=C2)OC2=CC=CC=C2)C2CN(CCC2)C(C#C)=O (1-(3-(4-amino-3-(4-phenoxyphenyl)-1H-pyrazolo[3,4-d]pyrimidin-1-yl)piperidin-1-yl)prop-2-yn-1-one). The product is NC1=C2C(=NC=N1)N(N=C2C2=CC=C(C=C2)OC2=CC=CC=C2)C2CN(CCC2)C(C=C)=O (1-(3-(4-amino-3-(4-phenoxyphenyl)-1H-pyrazolo[3,4-d]pyrimidin-1-yl)piperidin-1-yl)prop-2-en-1-one). Reaction SMILES: [NH2:1][C:2]1[N:7]=[CH:6][N:5]=[C:4]2[N:8]([CH:24]3[CH2:29][CH2:28][CH2:27][N:26]([C:30](=[O:34])/[CH:31]=[CH:32]/C)[CH2:25]3)[N:9]=[C:10]([C:11]3[CH:16]=[CH:15][C:14]([O:17][C:18]4[CH:23]=[CH:22][CH:21]=[CH:20][CH:19]=4)=[CH:13][CH:12]=3)[C:3]=12.NC1N=CN=C2N(C3CCCN(S(C=C)(=O)=O)C3)N=C(C3C=CC(OC4C=CC=CC=4)=CC=3)C=12.NC1N=CN=C2N(C3CCCN(C(=O)C#C)C3)N=C(C3C=CC(OC4C=CC=CC=4)=CC=3)C=12.NC1N=CN=C2N(C3CCN(C(=O)C=C)CC3)N=C(C3C=CC(OC4C=CC=CC=4)=CC=3)C=12.NC1N=CN=C2N([C@@H]3CCN(C(=O)C=C)C3)N=C(C3C=CC(OC4C=CC=CC=4)=CC=3)C=12.NC1N=CN=C2N([C@H]3CCN(C(=O)C=C)C3)N=C(C3C=CC(OC4C=CC=CC=4)=CC=3)C=12.C(=O)C=C.NC1N=CN=C2N(C3CCCN(C(=O)/C=C/CN(C)C)C3)N=C(C3C=CC(OC4C=CC=CC=4)=CC=3)C=12>>[NH2:1][C:2]1[N:7]=[CH:6][N:5]=[C:4]2[N:8]([CH:24]3[CH2:29][CH2:28][CH2:27][N:26]([C:30](=[O:34])[CH:31]=[CH2:32])[CH2:25]3)[N:9]=[C:10]([C:11]3[CH:16]=[CH:15][C:14]([O:17][C:18]4[CH:19]=[CH:20][CH:21]=[CH:22][CH:23]=4)=[CH:13][CH:12]=3)[C:3]=12. Procedure details: (E)-1-(3-(4-amino-3-(4-phenoxyphenyl)-1H-pyrazolo[3,4-d]pyrimidin-1-yl)piperidin-1-yl)but-2-en-1-one (Compound 5); 1-(3-(4-amino-3-(4-phenoxyphenyl)-1H-pyrazolo[3,4-d]pyrimidin-1-yl)piperidin-1-yl)sulfonylethene (Compound 6); 1-(3-(4-amino-3-(4-phenoxyphenyl)-1H-pyrazolo[3,4-d]pyrimidin-1-yl)piperidin-1-yl)prop-2-yn-1-one (Compound 8); 1-(4-(4-amino-3-(4-phenoxyphenyl)-1H-pyrazolo[3,4-d]pyrimidin-1-yl)piperidin-1-yl)prop-2-en-1-one (Compound 9); N-((1s,4s)-4-(4-amino-3-(4-phenoxyphenyl)-1H-pyraz... Starting materials: CSS(=O)(=O)C (Methyl methanethiolsulfonate), [Cl-].[NH4+] (ammonium chloride), C(C)[Mg]Br.C1CCOC1 (ethylmagnesium bromide THF), IC=1N=CN2C1SC=C2 (7-iodoimidazo[5,1-b]thiazole). Solvent: C1CCOC1 (THF), C(C)(=O)OCC (Ethyl acetate). Reaction conditions: time 1 hour. Yields the product CSC=1N=CN2C1SC=C2 (7-methylthioimidazo[5,1-b]thiazole). As a reaction SMILES: C([Mg]Br)C.C1COCC1.I[C:11]1[N:12]=[CH:13][N:14]2[CH:18]=[CH:17][S:16][C:15]=12.[CH3:19][S:20]S(C)(=O)=O.[Cl-].[NH4+]>C1COCC1.C(OCC)(=O)C>[CH3:19][S:20][C:11]1[N:12]=[CH:13][N:14]2[CH:18]=[CH:17][S:16][C:15]=12 |f:0.1,4.5|. Procedure details: A 1 M ethylmagnesium bromide/THF solution (1.4 ml) was added under ice cooling to a solution of 0.31 g of 7-iodoimidazo[5,1-b]thiazole in 3 ml of dry THF in an argon atmosphere. The mixture was stirred at the same temperature for one hr. Methyl methanethiolsulfonate (0.15 ml) was added thereto. The mixture was stirred at room temperature for 12 hr. A saturated aqueous ammonium chloride solution was added to the reaction solution. Ethyl acetate was added thereto. The mixture was washed with a dil...